Dataset: the Open Reaction Database (ORD), a public repository of structured organic reaction records. Task: describe an organic reaction: reactants, conditions, products, and yield Reactants: C(C(C)C)(=O)OCC (ethyl isobutyrate), C(C)(C)[N-]C(C)C.[Li+] (lithium diisopropyl amide), C(CCC)[Li] (n-butyl lithium), C(C)(C)NC(C)C (diisopropylamine), BrC=1C=CC(=NC1)N1N=C(C=C1C(F)(F)F)C(=O)Cl (1-(5-bromopyridin-2-yl)-5-(trifluoromethyl)-1H-pyrazole-3-carbonyl chloride). The solvent is C1CCOC1 (THF), C1CCOC1 (THF), C1CCOC1 (THF). Run at time 1 hour. Product: BrC=1C=CC(=NC1)N1N=C(C=C1C(F)(F)F)C1=NN(C(C1(C)C)=O)C (1′-(5-Bromopyridin-2-yl)-1,4,4-trimethyl-5′-(trifluoromethyl)-1H,1′H-[3,3′-bipyrazol]-5(4H)-one). Yield: 35.0%. As a reaction SMILES: C([N-:4][CH:5](C)C)(C)C.[Li+].C([Li])CCC.C([NH:17]C(C)C)(C)C.[C:21]([O:26]CC)(=O)[CH:22]([CH3:24])[CH3:23].[Br:29][C:30]1[CH:31]=[CH:32][C:33]([N:36]2[C:40]([C:41]([F:44])([F:43])[F:42])=[CH:39][C:38]([C:45](Cl)=O)=[N:37]2)=[N:34][CH:35]=1>C1COCC1>[Br:29][C:30]1[CH:31]=[CH:32][C:33]([N:36]2[C:40]([C:41]([F:44])([F:43])[F:42])=[CH:39][C:38]([C:45]3[C:22]([CH3:23])([CH3:24])[C:21](=[O:26])[N:4]([CH3:5])[N:17]=3)=[N:37]2)=[N:34][CH:35]=1 |f:0.1|. Procedure details: To a freshly prepared solution of lithium diisopropyl amide (prepared by the addition of n-butyl lithium (12.27 mL, 19.63 mmol) to a solution of diisopropylamine (2.80 mL, 19.63 mmol) in THF (20 mL)) at −78° C., was drop-wise added a solution of ethyl isobutyrate (2.21 mL, 16.36 mmol) in THF (10 mL). The resulting mixture was stirred at the same temperature for 1 h and then the above prepared solution of 1-(5-bromopyridin-2-yl)-5-(trifluoromethyl)-1H-pyrazole-3-carbonyl chloride (5.80 g, 16.36 m... Reactants: NC1=CC=C2C(=N1)C(=CN2)C=2CCN(CC2)CCC2=CC=CC=C2 (5-amino-3-(1-(2-phenyleth-1-yl)-1,2,3,6-tetrahydropyridin-4-yl)pyrrolo[3,2-b]pyridine), C1(CC1)C(=O)Cl (cyclopropylcarbonyl chloride). Yields the product C1(CC1)C(=O)NC1=CC=C2C(=N1)C(=CN2)C=2CCN(CC2)CCC2=CC=CC=C2 (5-(N-[cyclopropylcarbonyl]amino)-3-(1-(2-phenyleth-1-yl)-1,2,3,6-tetrahydropyridin-4-yl)pyrrolo[3,2-b]pyridine). As a reaction SMILES: [NH2:1][C:2]1[N:7]=[C:6]2[C:8]([C:11]3[CH2:12][CH2:13][N:14]([CH2:17][CH2:18][C:19]4[CH:24]=[CH:23][CH:22]=[CH:21][CH:20]=4)[CH2:15][CH:16]=3)=[CH:9][NH:10][C:5]2=[CH:4][CH:3]=1.[CH:25]1([C:28](Cl)=[O:29])[CH2:27][CH2:26]1>>[CH:25]1([C:28]([NH:1][C:2]2[N:7]=[C:6]3[C:8]([C:11]4[CH2:12][CH2:13][N:14]([CH2:17][CH2:18][C:19]5[CH:20]=[CH:21][CH:22]=[CH:23][CH:24]=5)[CH2:15][CH:16]=4)=[CH:9][NH:10][C:5]3=[CH:4][CH:3]=2)=[O:29])[CH2:27][CH2:26]1. Procedure: Beginning with 0.015 gm (0.047 mMol) 5-amino-3-(1-(2-phenyleth-1-yl)-1,2,3,6-tetrahydropyridin-4-yl)pyrrolo[3,2-b]pyridine and 0.006 mL (0.061 mMol) cyclopropylcarbonyl chloride, the title compound was prepared essentially by the procedure described in Example 7. Starting materials: CCOCC, CCN(C(C)C)C(C)C, O=C(Cl)Cc1ccc(Cl)cc1, C1CCOC1, O=C(NCc1cccnc1)c1ccc2n1Cc1ccccc1NC2. The product is O=C(NCc1cccnc1)c1ccc2n1Cc1ccccc1N(C(=O)Cc1ccc(Cl)cc1)C2. Reaction SMILES: [CH3:45][CH2:46][O:47][CH2:48][CH3:49].[CH:25]([N:26]([CH2:27][CH3:28])[CH:29]([CH3:30])[CH3:31])([CH3:32])[CH3:33].[Cl:34][c:35]1[cH:36][cH:37][c:38]([CH2:41][C:42](=[O:43])[Cl:44])[cH:39][cH:40]1.[O:50]1[CH2:51][CH2:52][CH2:53][CH2:54]1.[n:1]1[cH:2][c:3]([CH2:7][NH:8][C:9](=[O:10])[c:11]2[cH:12][cH:13][c:14]3[n:20]2[CH2:19][c:18]2[c:17]([cH:24][cH:23][cH:22][cH:21]2)[NH:16][CH2:15]3)[cH:4][cH:5][cH:6]1>>[n:1]1[cH:2][c:3]([CH2:7][NH:8][C:9](=[O:10])[c:11]2[cH:12][cH:13][c:14]3[n:20]2[CH2:19][c:18]2[c:17]([cH:24][cH:23][cH:22][cH:21]2)[N:16]([C:42]([CH2:41][c:38]2[cH:37][cH:36][c:35]([Cl:34])[cH:40][cH:39]2)=[O:43])[CH2:15]3)[cH:4][cH:5][cH:6]1. Run in O (water), C(C)O (ethanol). Product: OCC1(CC1)C(C#N)N[C@@H](C)C1=CC=CC=C1 (1-(Hydroxymethyl)cyclopropyl-2-{[(1S)-1-phenylethyl]amino}acetonitrile). Reactants: C([O-])(O)=O.[Na+] (sodium bicarbonate), OCC1(CC1)C=O (1-(hydroxymethyl)cyclopropane carboaldehyde), C1(=CC=CC=C1)[C@H](C)N ((S)-(−)-1-phenylethylamine), [C-]#N.[K+] (potassium cyanide), S([O-])(O)=O.[Na+] (sodium bisulfite). Reaction conditions: temperature 50 celsius, time 30 minute. Procedure details: To an ethanol (4.9 mL) solution of 1-(hydroxymethyl)cyclopropane carboaldehyde (683 mg, 6.82 mmol) were added water (2.1 mL), (S)-(−)-1-phenylethylamine (0.94 mL, 7.50 mmol), potassium cyanide (489 mg, 7.50 mmol) and sodium bisulfite (1.45 g, 13.6 mmol). The mixture was stirred at 50° C. for 30 minutes. After cooling to 0° C., a saturated aqueous solution of sodium bicarbonate was added to terminate the reaction, followed by extraction with ethyl acetate. The organic layer was washed with water ... As a reaction SMILES: [OH:1][CH2:2][C:3]1([CH:6]=O)[CH2:5][CH2:4]1.[C:8]1([C@@H:14]([NH2:16])[CH3:15])[CH:13]=[CH:12][CH:11]=[CH:10][CH:9]=1.[C-:17]#[N:18].[K+].S(=O)(O)[O-].[Na+].C(=O)(O)[O-].[Na+]>O.C(O)C>[OH:1][CH2:2][C:3]1([CH:6]([NH:16][C@H:14]([C:8]2[CH:13]=[CH:12][CH:11]=[CH:10][CH:9]=2)[CH3:15])[C:17]#[N:18])[CH2:5][CH2:4]1 |f:2.3,4.5,6.7|.